From a dataset of the Open Reaction Database (ORD), a public repository of structured organic reaction records. describe an organic reaction: reactants, conditions, products, and yield Starting materials: COC=1C=C2C(=NC=NC2=CC1OC)OC1=CC(=C(N)C=C1)OC (4-[(6,7-Dimethoxy-4-quinazolinyl)oxy]-2-methoxyaniline), ClC(Cl)(OC(OC(Cl)(Cl)Cl)=O)Cl (triphosgene), C([O-])(O)=O.[Na+] (sodium bicarbonate), CCC(CC#C)O (5-hexyn-3-ol). The solvent is C(C)N(CC)CC (triethylamine), C1(=CC=CC=C1)C (toluene), C(Cl)Cl (methylene chloride). Product: COC=1C=C2C(=NC=NC2=CC1OC)OC1=CC(=C(C=C1)NC(OC(CC#C)CC)=O)OC (1-Ethyl-3-butynyl N-{4-[(6,7-dimethoxy-4-quinazolinyl)oxy]-2-methoxyphenyl}carbamate). Isolated yield 52.9%. As a reaction SMILES: [CH3:1][O:2][C:3]1[CH:4]=[C:5]2[C:10](=[CH:11][C:12]=1[O:13][CH3:14])[N:9]=[CH:8][N:7]=[C:6]2[O:15][C:16]1[CH:22]=[CH:21][C:19]([NH2:20])=[C:18]([O:23][CH3:24])[CH:17]=1.Cl[C:26](Cl)([O:28]C(=O)OC(Cl)(Cl)Cl)Cl.[CH3:37][CH2:38][CH:39]([OH:43])[CH2:40][C:41]#[CH:42].C(=O)(O)[O-].[Na+]>C(Cl)Cl.C(N(CC)CC)C.C1(C)C=CC=CC=1>[CH3:1][O:2][C:3]1[CH:4]=[C:5]2[C:10](=[CH:11][C:12]=1[O:13][CH3:14])[N:9]=[CH:8][N:7]=[C:6]2[O:15][C:16]1[CH:22]=[CH:21][C:19]([NH:20][C:26](=[O:28])[O:43][CH:39]([CH2:38][CH3:37])[CH2:40][C:41]#[CH:42])=[C:18]([O:23][CH3:24])[CH:17]=1 |f:3.4|. Procedure details: 4-[(6,7-Dimethoxy-4-quinazolinyl)oxy]-2-methoxyaniline (100 mg) was added to toluene (10 ml) and triethylamine (1 ml), and the mixture was heated under reflux to prepare a solution. A solution of triphosgene (140 mg) in methylene chloride was then added thereto, and the mixture was heated under reflux for 10 min. Next, 5-hexyn-3-ol (46 mg) was added thereto, and the mixture was further stirred with heating under reflux for 3 hr. A saturated aqueous sodium bicarbonate solution was added to stop t... Starting materials: C(C)(=O)OC1C(OC/C(/CC1)=C/COC(C)=O)(C)CCCC(COC1OCCCC1)C (5-[(2RS,3SR)-3-acetoxy-6-[(E)-2-acetoxyethylidene]-2-methyl-2-oxepanyl]-2-methyl-1-(tetrahydropyran-2-yloxy)pentane), CO (methanol), C([O-])([O-])=O.[K+].[K+] (potassium carbonate). The solvent is O (water). Conditions: time 3 hour. Product: OC1C(OC/C(/CC1)=C/CO)(C)CCCC(COC1OCCCC1)C (5-[(2RS,3SR)-3-hydroxy-6-[(E)-2-hydroxyethylidene]-2-methyl-2-oxepanyl]-2-methyl-1-(tetrahydropyran-2-yloxy)pentane). Isolated yield 98.1%. RXN SMILES: C([O:4][CH:5]1[CH2:11][CH2:10]/[C:9](=[CH:12]\[CH2:13][O:14]C(=O)C)/[CH2:8][O:7][C:6]1([CH2:19][CH2:20][CH2:21][CH:22]([CH3:31])[CH2:23][O:24][CH:25]1[CH2:30][CH2:29][CH2:28][CH2:27][O:26]1)[CH3:18])(=O)C.CO.C(=O)([O-])[O-].[K+].[K+]>O>[OH:4][CH:5]1[CH2:11][CH2:10]/[C:9](=[CH:12]\[CH2:13][OH:14])/[CH2:8][O:7][C:6]1([CH2:19][CH2:20][CH2:21][CH:22]([CH3:31])[CH2:23][O:24][CH:25]1[CH2:30][CH2:29][CH2:28][CH2:27][O:26]1)[CH3:18] |f:2.3.4|. Procedure: A mixture of 5-[(2RS,3SR)-3-acetoxy-6-[(E)-2-acetoxyethylidene]-2-methyl-2-oxepanyl]-2-methyl-1-(tetrahydropyran-2-yloxy)pentane (1.2 g, 2.73 mM), methanol (10 ml) and saturated potassium carbonate (1 ml) and water (1 ml) is stirred under nitrogen at room temperature for three hours. Most of the solvent is removed in vacuo to give a thick oil. This crude material is filtered through a silica gel column (15 g) and washed with ether (100 ml). The solvent is removed in vacuo to give 5-[(2RS,3SR)-3-... Reactants: C(C)OC(=O)[C@@H]1N(C2=CC(=C(C=C2[C@@H](C1)N)OC)OC)C(=O)OC(C)CC (cis-4-Amino-6,7-dimethoxy-3,4-dihydro-2H-quinoline-1,2-dicarboxylic acid 2-butyl ester 1-ethyl ester), C(C)(=O)O (acetic acid), C(C)(=O)O[BH-](OC(C)=O)OC(C)=O.[Na+] (sodium triacetoxyborohydride), FC(C=1C=C(C=O)C=C(C1)C(F)(F)F)(F)F (3,5-bis(trifluoromethyl)benzaldehyde). Run in ClC(C)Cl (dichloroethane), C(Cl)(Cl)Cl (chloroform). Run at time 30 minute. The product is C(C)OC(=O)[C@@H]1N(C2=CC(=C(C=C2[C@@H](C1)NCC1=CC(=CC(=C1)C(F)(F)F)C(F)(F)F)OC)OC)C(=O)OC(C)CC (cis-4-(3,5-Bis-trifluoromethyl-benzylamino)-6,7-dimethoxy-3,4-dihydro-2H-quinoline-1,2-dicarboxylic acid 2-butyl ester 1-ethyl ester). The yield is 63.4%. Reaction SMILES: [CH2:1]([O:3][C:4]([C@H:6]1[CH2:15][C@@H:14]([NH2:16])[C:13]2[C:8](=[CH:9][C:10]([O:19][CH3:20])=[C:11]([O:17][CH3:18])[CH:12]=2)[N:7]1[C:21]([O:23][CH:24]([CH2:26][CH3:27])[CH3:25])=[O:22])=[O:5])[CH3:2].C(O)(=O)C.[F:32][C:33]([F:47])([F:46])[C:34]1[CH:35]=[C:36]([CH:39]=[C:40]([C:42]([F:45])([F:44])[F:43])[CH:41]=1)[CH:37]=O.C(O[BH-](OC(=O)C)OC(=O)C)(=O)C.[Na+]>ClC(Cl)C.C(Cl)(Cl)Cl>[CH2:1]([O:3][C:4]([C@H:6]1[CH2:15][C@@H:14]([NH:16][CH2:37][C:36]2[CH:39]=[C:40]([C:42]([F:44])([F:45])[F:43])[CH:41]=[C:34]([C:33]([F:32])([F:46])[F:47])[CH:35]=2)[C:13]2[C:8](=[CH:9][C:10]([O:19][CH3:20])=[C:11]([O:17][CH3:18])[CH:12]=2)[N:7]1[C:21]([O:23][CH:24]([CH2:26][CH3:27])[CH3:25])=[O:22])=[O:5])[CH3:2] |f:3.4|. Procedure details: To a solution of 4-amino-6,7-dimethoxy-3,4-dihydro-2H-quinoline-1,2-dicarboxylic acid 2-butyl ester 1-ethyl ester (Example 3) (500 mg, 1.30 mmol) in anhydrous dichloroethane (30 mL) was added acetic acid (79 mg, 1.30 mmol), followed by 3,5-bis(trifluoromethyl)benzaldehyde (318 mg, 1.30 mmol) and sodium triacetoxyborohydride (418 mg, 1.97 mmol). The reaction was stirred at room temperature for 30 min. The reaction mixture was then diluted with chloroform and washed with 1N NaOH. The organic layer... The reactants are CC(C)(C)OC(=O)Oc1cc2c(C#CC(O)c3cccn3C(=O)OC(C)(C)C)c(F)ccc2n1C(=O)OC(C)(C)C, ClCCl, O=[Mn]=O. The product is CC(C)(C)OC(=O)Oc1cc2c(C#CC(=O)c3cccn3C(=O)OC(C)(C)C)c(F)ccc2n1C(=O)OC(C)(C)C. Reaction SMILES: [C:1]([CH3:2])([CH3:3])([CH3:4])[O:5][C:6](=[O:7])[n:8]1[c:9]([O:34][C:35](=[O:36])[O:37][C:38]([CH3:39])([CH3:40])[CH3:41])[cH:10][c:11]2[c:12]([C:18]#[C:19][CH:20]([OH:21])[c:22]3[n:23]([C:27](=[O:28])[O:29][C:30]([CH3:31])([CH3:32])[CH3:33])[cH:24][cH:25][cH:26]3)[c:13]([F:17])[cH:14][cH:15][c:16]12.[Cl:42][CH2:43][Cl:44].[O:45]=[Mn:46]=[O:47]>>[C:1]([CH3:2])([CH3:3])([CH3:4])[O:5][C:6](=[O:7])[n:8]1[c:9]([O:34][C:35](=[O:36])[O:37][C:38]([CH3:39])([CH3:40])[CH3:41])[cH:10][c:11]2[c:12]([C:18]#[C:19][C:20](=[O:21])[c:22]3[n:23]([C:27](=[O:28])[O:29][C:30]([CH3:31])([CH3:32])[CH3:33])[cH:24][cH:25][cH:26]3)[c:13]([F:17])[cH:14][cH:15][c:16]12. Reactants: O (water), C(#N)C1=C(N(C2=CC(=CC=C12)O)C1CCC1)C1=CC=C(C=C1)NC(=O)NS(=O)(=O)C(C)C (1-[4-(3-cyano-1-cyclobutyl-6-hydroxy-1H-indol-2-yl)-phenyl]-3-isopropylsulfonylurea), C(=O)([O-])[O-].[Cs+].[Cs+] (Cs2CO3), ClC1=NC=CC=N1 (2-chloropyrimidine). Solvent: CN(C)C=O (DMF). Conditions: temperature 70 celsius, time 8 hour. Product: C(#N)C1=C(N(C2=CC(=CC=C12)OC1=NC=CC=N1)C1CCC1)C1=CC=C(C=C1)NC(=O)NS(=O)(=O)C(C)C (1-{4-[3-cyano-1-cyclobutyl-6-(pyrimidin-2-yloxy)-1H-indol-2-yl]-phenyl}-3-isopropylsulfonylurea). Yield: 57.5%. As a reaction SMILES: [C:1]([C:3]1[C:11]2[C:6](=[CH:7][C:8]([OH:12])=[CH:9][CH:10]=2)[N:5]([CH:13]2[CH2:16][CH2:15][CH2:14]2)[C:4]=1[C:17]1[CH:22]=[CH:21][C:20]([NH:23][C:24]([NH:26][S:27]([CH:30]([CH3:32])[CH3:31])(=[O:29])=[O:28])=[O:25])=[CH:19][CH:18]=1)#[N:2].C([O-])([O-])=O.[Cs+].[Cs+].Cl[C:40]1[N:45]=[CH:44][CH:43]=[CH:42][N:41]=1.O>CN(C=O)C>[C:1]([C:3]1[C:11]2[C:6](=[CH:7][C:8]([O:12][C:40]3[N:45]=[CH:44][CH:43]=[CH:42][N:41]=3)=[CH:9][CH:10]=2)[N:5]([CH:13]2[CH2:14][CH2:15][CH2:16]2)[C:4]=1[C:17]1[CH:22]=[CH:21][C:20]([NH:23][C:24]([NH:26][S:27]([CH:30]([CH3:32])[CH3:31])(=[O:29])=[O:28])=[O:25])=[CH:19][CH:18]=1)#[N:2] |f:1.2.3|. Reported procedure: A mixture of 1-[4-(3-cyano-1-cyclobutyl-6-hydroxy-1H-indol-2-yl)-phenyl]-3-isopropylsulfonylurea (0.085 g, 0.2 mmol), Cs2CO3 (0.163 g, 0.5 mmol), 2-chloropyrimidine (0.034 g, 0.3 mmol) in DMF (2.0 mL) was stirred at 70° C. overnight. After cooling to room temperature the mixture was poured into water (15 mL) and the precipitate collected via filtration, washed with water and purified on silica gel (CH2Cl2/EtOAc, 8.5:1.5) to provide 1-{4-[3-cyano-1-cyclobutyl-6-(pyrimidin-2-yloxy)-1H-indol-2-yl]-... The reactants are ClC1=C(C=CC=C1)N1N=C(C=C1SC1=NC(=CC=C1)C)C=O (1-(2-chlorophenyl)-5-[(6-methylpyridin-2-yl)thio]-1H-pyrazole-3-carbaldehyde), CN.CO (methylamine methanol), CO (methanol), [BH4-].[Na+] (Sodium borohydride). Solvent: O1CCCC1 (tetrahydrofuran). Conditions: time 4 hour. Yields the product ClC1=C(C=CC=C1)N1N=C(C=C1SC1=NC(=CC=C1)C)CNC (1-{1-(2-chlorophenyl)-5-[(6-methylpyridin-2-yl)thio]-1H-pyrazol-3-yl}-N-methylmethanamine). Reaction SMILES: [Cl:1][C:2]1[CH:7]=[CH:6][CH:5]=[CH:4][C:3]=1[N:8]1[C:12]([S:13][C:14]2[CH:19]=[CH:18][CH:17]=[C:16]([CH3:20])[N:15]=2)=[CH:11][C:10]([CH:21]=O)=[N:9]1.[CH3:23][NH2:24].CO.CO.[BH4-].[Na+]>O1CCCC1>[Cl:1][C:2]1[CH:7]=[CH:6][CH:5]=[CH:4][C:3]=1[N:8]1[C:12]([S:13][C:14]2[CH:19]=[CH:18][CH:17]=[C:16]([CH3:20])[N:15]=2)=[CH:11][C:10]([CH2:21][NH:24][CH3:23])=[N:9]1 |f:1.2,4.5|. Reported procedure: To a solution of 1-(2-chlorophenyl)-5-[(6-methylpyridin-2-yl)thio]-1H-pyrazole-3-carbaldehyde (415 mg) in tetrahydrofuran (4 mL) were added 40% methylamine-methanol solution (1.5 mL) and methanol (4 mL) at 0° C., and the mixture was stirred at room temperature for 4 hr. Sodium borohydride (905 mg) was added to the reaction mixture at 0° C. and the mixture was stirred at room temperature for 1 hr. The reaction mixture was concentrated under reduced pressure, water was added to the residue, and th... Starting materials: Cl (HCl), C1(CCCC(C)O1)=O (ε-hexanolactone), [OH-].[K+] (potassium hydroxide). Run in C(C)O (ethanol), O (water). Conditions: temperature 40 celsius, time 2.5 hour. Yields the product OCCCCCC(=O)O (6-hydroxyhexanoic acid). The yield is 82.8%. Reaction SMILES: [C:1]1(=[O:8])[O:7][CH:5]([CH3:6])[CH2:4][CH2:3][CH2:2]1.[OH-:9].[K+].Cl>C(O)C.O>[OH:9][CH2:6][CH2:5][CH2:4][CH2:3][CH2:2][C:1]([OH:7])=[O:8] |f:1.2|. Reported procedure: To a solution of 12.0 g of ε-hexanolactone in 20 ml of ethanol was added a solution of 11.7 g of potassium hydroxide in 20 ml of water under ice-cooling and the reaction mixture was stirred for 2.5 hours at 40° C. After reaction, the reaction mixture was adjusted to pH 9 by adding 1N-HCl solution and washed with ethyl acetate (twice). The aqueous layer was concentrated under reduced pressure and the residue was adjusted to pH 1 by adding 1N-HCl solution and extracted by ethyl acetate. The organi... Starting materials: CN1CCOCC1, CCN=C=NCCCN(C)C, CCOC(C)=O, Cl, O=C(O)c1ccc([N+](=O)[O-])c(F)c1, [NH4+], C1CCOC1, [OH-], On1nnc2ccccc21. Product: NC(=O)c1ccc([N+](=O)[O-])c(F)c1. Reaction SMILES: [CH3:14][N:15]1[CH2:16][CH2:17][O:18][CH2:19][CH2:20]1.[CH3:32][N:33]([CH3:34])[CH2:35][CH2:36][CH2:37][N:38]=[C:39]=[N:40][CH2:41][CH3:42].[CH3:50][CH2:51][O:52][C:53](=[O:54])[CH3:55].[ClH:31].[F:1][c:2]1[cH:3][c:4]([C:5](=[O:6])[OH:7])[cH:8][cH:9][c:10]1[N+:11](=[O:12])[O-:13].[NH4+:43].[O:45]1[CH2:46][CH2:47][CH2:48][CH2:49]1.[OH-:44].[OH:21][n:22]1[c:23]2[cH:24][cH:25][cH:26][cH:27][c:28]2[n:29][n:30]1>>[F:1][c:2]1[cH:3][c:4]([C:5](=[O:6])[NH2:15])[cH:8][cH:9][c:10]1[N+:11](=[O:12])[O-:13]. The reactants are CC(C)(C)OC(=O)N1CCC(c2ncnc3cc(F)c(F)cc23)CC1, C1COCCN1, C1CCOC1, CS(C)=O. Product: CC(C)(C)OC(=O)N1CCC(c2ncnc3cc(N4CCOCC4)c(F)cc23)CC1. As a reaction SMILES: [C:1]([CH3:2])([CH3:3])([CH3:4])[O:5][C:6](=[O:7])[N:8]1[CH2:9][CH2:10][CH:11]([c:14]2[n:15][cH:16][n:17][c:18]3[cH:19][c:20]([F:25])[c:21]([F:24])[cH:22][c:23]23)[CH2:12][CH2:13]1.[CH2:26]1[CH2:27][O:28][CH2:29][CH2:30][NH:31]1.[CH2:32]1[O:33][CH2:34][CH2:35][CH2:36]1.[CH3:37][S:38]([CH3:39])=[O:40]>>[C:1]([CH3:2])([CH3:3])([CH3:4])[O:5][C:6](=[O:7])[N:8]1[CH2:9][CH2:10][CH:11]([c:14]2[n:15][cH:16][n:17][c:18]3[cH:19][c:20]([N:31]4[CH2:26][CH2:27][O:28][CH2:29][CH2:30]4)[c:21]([F:24])[cH:22][c:23]23)[CH2:12][CH2:13]1.